This data is from the Open Reaction Database (ORD), a public repository of structured organic reaction records. The task is: describe an organic reaction: reactants, conditions, products, and yield The reactants are C(C)(=O)OC1(COC2=C(OC1)C=CC(=C2)[N+](=O)[O-])CN(C(C)=O)C(C)C (3-acetoxy-3-(N-acetylisopropylaminomethyl)-7-nitro-3,4-dihydro-2H-1,5-benzodioxepin), [H][H] (hydrogen). The reagents and catalysts are [Pt] (platinum). Solvent: C(C)(=O)OCC (ethyl acetate). Product: C(C)(=O)OC1(COC2=C(OC1)C=CC(=C2)N)CN(C(C)=O)C(C)C (3-acetoxy-3-(N-acetylisopropylaminomethyl)-7-amino-3,4-dihydro-2H-1,5-benzodioxepin). As a reaction SMILES: [C:1]([O:4][C:5]1([CH2:19][N:20]([CH:24]([CH3:26])[CH3:25])[C:21](=[O:23])[CH3:22])[CH2:11][O:10][C:9]2[CH:12]=[CH:13][C:14]([N+:16]([O-])=O)=[CH:15][C:8]=2[O:7][CH2:6]1)(=[O:3])[CH3:2].[H][H]>C(OCC)(=O)C.[Pt]>[C:1]([O:4][C:5]1([CH2:19][N:20]([CH:24]([CH3:26])[CH3:25])[C:21](=[O:23])[CH3:22])[CH2:11][O:10][C:9]2[CH:12]=[CH:13][C:14]([NH2:16])=[CH:15][C:8]=2[O:7][CH2:6]1)(=[O:3])[CH3:2]. Reported procedure: The 3-acetoxy-3-(N-acetylisopropylaminomethyl)-7-nitro-3,4-dihydro-2H-1,5-benzodioxepin when dissolved in ethyl acetate is reduced at low pressure over platinum with hydrogen to give 3-acetoxy-3-(N-acetylisopropylaminomethyl)-7-amino-3,4-dihydro-2H-1,5-benzodioxepin. The reactants are FC(C=1C=C(C=C(C1)C(F)(F)F)C=1SC(=C(C1[N+](=O)[O-])[N+](=O)[O-])C1=CC(=CC(=C1)C(F)(F)F)C(F)(F)F)(F)F (2,5-Bis-(3,5-bis-trifluoromethyl-phenyl)-3,4-dinitro-thiophene), O.O.[Sn](Cl)Cl (tin (II) chloride dihydrate), BrC=1SC(=C(C1[N+](=O)[O-])[N+](=O)[O-])Br (2,5-dibromo-3,4-dinitro-thiophene), FC(C=1C=C(C=C(C1)C(F)(F)F)[Sn](CCCC)(CCCC)CCCC)(F)F (3,5-bis-trifluoromethyl-phenyl-tributyl-stannane). Procedure details: 2,5-Bis-(3,5-bis-trifluoromethyl-phenyl)-3,4-dinitro-thiophene was made by Stille coupling reaction of 2,5-dibromo-3,4-dinitro-thiophene and 3,5-bis-trifluoromethyl-phenyl-tributyl-stannane. It was reduced with tin (II) chloride dihydrate in ethanol to give 2,5-bis-(3,5-bis-trifluoromethyl-phenyl)-thiophene-3,4-diamine. The diamine was reacted with hexaketocyclohexane octahydrate to give compound A. The product is a red-brown solid. It is soluble in common organic solvents such as dichloromethan... As a reaction SMILES: [F:1][C:2]([F:39])([F:38])[C:3]1[CH:4]=[C:5]([C:13]2[S:14][C:15]([C:24]3[CH:29]=[C:28]([C:30]([F:33])([F:32])[F:31])[CH:27]=[C:26]([C:34]([F:37])([F:36])[F:35])[CH:25]=3)=[C:16]([N+:21]([O-])=O)[C:17]=2[N+:18]([O-])=O)[CH:6]=[C:7]([C:9]([F:12])([F:11])[F:10])[CH:8]=1.BrC1SC(Br)=C([N+]([O-])=O)C=1[N+]([O-])=O.FC(F)(F)C1C=C([Sn](CCCC)(CCCC)CCCC)C=C(C(F)(F)F)C=1.O.O.[Sn](Cl)Cl>C(O)C>[F:12][C:9]([F:10])([F:11])[C:7]1[CH:6]=[C:5]([C:13]2[S:14][C:15]([C:24]3[CH:29]=[C:28]([C:30]([F:31])([F:32])[F:33])[CH:27]=[C:26]([C:34]([F:37])([F:36])[F:35])[CH:25]=3)=[C:16]([NH2:21])[C:17]=2[NH2:18])[CH:4]=[C:3]([C:2]([F:39])([F:38])[F:1])[CH:8]=1 |f:3.4.5|. Run in C(C)O (ethanol). The product is FC(C=1C=C(C=C(C1)C(F)(F)F)C=1SC(=C(C1N)N)C1=CC(=CC(=C1)C(F)(F)F)C(F)(F)F)(F)F (2,5-bis-(3,5-bis-trifluoromethyl-phenyl)-thiophene-3,4-diamine). Starting materials: CN(C)C=NC1=C(C=NC=C1)O (4-[[(dimethylamino)methylene]amino]-3-pyridinol), [H-].[Na+] (sodium hydride), C(C)N=C=O (ethyl isocyanate). The solvent is O1CCCC1 (tetrahydrofuran). Reaction conditions: time 8 hour. Product: C(C)NC(=O)OC=1C=NC=CC1N=CN(C)C (4-[[(Dimethylamino)methylene]amino]-3-pyridinol ethylcarbamate). RXN SMILES: [CH3:1][N:2]([CH:4]=[N:5][C:6]1[CH:11]=[CH:10][N:9]=[CH:8][C:7]=1[OH:12])[CH3:3].[H-].[Na+].[CH2:15]([N:17]=[C:18]=[O:19])[CH3:16]>O1CCCC1>[CH2:15]([NH:17][C:18]([O:12][C:7]1[CH:8]=[N:9][CH:10]=[CH:11][C:6]=1[N:5]=[CH:4][N:2]([CH3:1])[CH3:3])=[O:19])[CH3:16] |f:1.2|. Procedure details: To a warm solution of 4-[[(dimethylamino)methylene]amino]-3-pyridinol (7.12 g) in dry tetrahydrofuran (150 mL) were added sodium hydride (173 mg) and ethyl isocyanate (3.59 mL). The reaction mixture was stirred at room temperature overnight, cooled in an ice bath and filtered, and the solid was washed with diethyl ether. The solid was distributed between methylene chloride (250 mL) and saturated ammonium chloride (30 mL) and extracted twice more with methylene chloride (100 mL). The solution was... Reactants: Cc1cccs1, [Cl-], [Li]CCCC, [NH4+], C1CCOC1, O=C1c2ccccc2-c2ccccc21. The product is Cc1ccc(C2(O)c3ccccc3-c3ccccc32)s1. RXN SMILES: [CH3:6][c:7]1[s:8][cH:9][cH:10][cH:11]1.[Cl-:26].[Li:1][CH2:2][CH2:3][CH2:4][CH3:5].[NH4+:27].[O:28]1[CH2:29][CH2:30][CH2:31][CH2:32]1.[cH:12]1[cH:13][cH:14][cH:15][c:16]2[c:24]1[C:23](=[O:25])[c:22]1[c:17]-2[cH:18][cH:19][cH:20][cH:21]1>>[CH3:6][c:7]1[s:8][c:9]([C:23]2([OH:25])[c:22]3[c:17]([cH:18][cH:19][cH:20][cH:21]3)-[c:16]3[cH:15][cH:14][cH:13][cH:12][c:24]32)[cH:10][cH:11]1. Starting materials: COC(=O)OC, CO, Cl, O=C(COCc1csc(-c2ccc(F)cc2)n1)c1ccccc1, [H-], [Na+], C1CCOC1, O. Yields the product COC(=O)C(OCc1csc(-c2ccc(F)cc2)n1)C(=O)c1ccccc1. RXN SMILES: [CH3:24][O:25][C:26](=[O:27])[O:28][CH3:29].[CH3:39][OH:40].[ClH:32].[F:1][c:2]1[cH:3][cH:4][c:5](-[c:8]2[s:9][cH:10][c:11]([CH2:13][O:14][CH2:15][C:16](=[O:17])[c:18]3[cH:19][cH:20][cH:21][cH:22][cH:23]3)[n:12]2)[cH:6][cH:7]1.[H-:30].[Na+:31].[O:33]1[CH2:34][CH2:35][CH2:36][CH2:37]1.[OH2:38]>>[F:1][c:2]1[cH:3][cH:4][c:5](-[c:8]2[s:9][cH:10][c:11]([CH2:13][O:14][CH:15]([C:16](=[O:17])[c:18]3[cH:19][cH:20][cH:21][cH:22][cH:23]3)[C:26]([O:25][CH3:24])=[O:27])[n:12]2)[cH:6][cH:7]1. Reactants: C(C)(=O)O (acetic acid), FC1=C(OC2=C(C=C3CCCC3=C2)N)C=CC(=C1)F (6-(2,4-difluorophenoxy)-5-indanylamine), C(C)(=O)OC(C)=O (acetic anhydride), C(C)(=O)O (acetic acid). The reagents and catalysts are [O-2].[O-2].[O-2].[Cr+6] (chromium trioxide). Run in O (water). Reaction conditions: time 30 minute. Product: C(C)(=O)NC1=C(C=C2CCC(C2=C1)=O)OC1=C(C=C(C=C1)F)F (6-acetylamino-5-(2,4-difluorophenoxy)-1indanone). Reaction SMILES: [F:1][C:2]1[CH:18]=[C:17]([F:19])[CH:16]=[CH:15][C:3]=1[O:4][C:5]1[CH:13]=[C:12]2[C:8]([CH2:9][CH2:10][CH2:11]2)=[CH:7][C:6]=1[NH2:14].[C:20](OC(=O)C)(=[O:22])[CH3:21].C(O)(=[O:29])C>O.[O-2].[O-2].[O-2].[Cr+6]>[C:20]([NH:14][C:6]1[CH:7]=[C:8]2[C:12]([CH2:11][CH2:10][C:9]2=[O:29])=[CH:13][C:5]=1[O:4][C:3]1[CH:15]=[CH:16][C:17]([F:19])=[CH:18][C:2]=1[F:1])(=[O:22])[CH3:21] |f:4.5.6.7|. Reported procedure: 120 g of 6-(2,4-difluorophenoxy)-5-indanylamine is kept in 1.2 l of acetic acid and 0.5 l of acetic anhydride for 30 minutes at 50° C. and then, at this temperature, a solution of chromium trioxide (110 g) in 50 ml of water and 300 ml of acetic acid is added dropwise thereto. After 30 minutes at 50° C., the mixture is concentrated, water is added, the mixture is extracted with chloroform and chromatographed with chloroform over a silica gel column, yielding 30 g of 6-acetylamino-5-(2,4-difluorop... Reactants: CO, CCC1(c2ccc(Cl)cc2Cl)CO1. Product: CCC(CO)(OC)c1ccc(Cl)cc1Cl. As a reaction SMILES: [CH3:14][OH:15].[Cl:1][c:2]1[c:3]([C:9]2([CH2:12][CH3:13])[CH2:10][O:11]2)[cH:4][cH:5][c:6]([Cl:8])[cH:7]1>>[Cl:1][c:2]1[c:3]([C:9]([O:11][CH3:10])([CH2:12][CH3:13])[CH2:14][OH:15])[cH:4][cH:5][c:6]([Cl:8])[cH:7]1. Reactants: CCOC(=O)c1c(Cc2ccccc2)nn2cccc2c1-c1ccc(F)cc1, O=C1CCC(=O)N1Cl, C1CCOC1. RXN SMILES: [CH2:1]([c:2]1[cH:3][cH:4][cH:5][cH:6][cH:7]1)[c:8]1[c:9]([C:24](=[O:25])[O:26][CH2:27][CH3:28])[c:10](-[c:17]2[cH:18][cH:19][c:20]([F:23])[cH:21][cH:22]2)[c:11]2[n:12]([n:13]1)[cH:14][cH:15][cH:16]2.[Cl:29][N:30]1[C:31](=[O:32])[CH2:33][CH2:34][C:35]1=[O:36].[O:37]1[CH2:38][CH2:39][CH2:40][CH2:41]1>>[CH2:1]([c:2]1[cH:3][cH:4][cH:5][cH:6][cH:7]1)[c:8]1[c:9]([C:24](=[O:25])[O:26][CH2:27][CH3:28])[c:10](-[c:17]2[cH:18][cH:19][c:20]([F:23])[cH:21][cH:22]2)[c:11]2[n:12]([n:13]1)[c:14]([Cl:29])[cH:15][cH:16]2. The product is CCOC(=O)c1c(Cc2ccccc2)nn2c(Cl)ccc2c1-c1ccc(F)cc1. Reactants: CCc1cnn(C2CC(n3cnc4c(NCC(c5ccccc5)c5ccccc5)nc(N5CCC(NC(=O)OC(C)(C)C)C5)nc43)C(O)C2O)n1, CCc1cnn(C2CC(n3cnc4c(NCC(c5ccccc5)c5ccccc5)nc(N5CCC(N)C5)nc43)C(O)C2O)c1. Yields the product CCc1cnn(C2CC(n3cnc4c(NCC(c5ccccc5)c5ccccc5)nc(N5CCC(N)C5)nc43)C(O)C2O)n1. RXN SMILES: [C:1]([O:2][C:3](=[O:4])[NH:7][CH:8]1[CH2:9][N:10]([c:13]2[n:14][c:15]([NH:36][CH2:37][CH:38]([c:39]3[cH:40][cH:41][cH:42][cH:43][cH:44]3)[c:45]3[cH:46][cH:47][cH:48][cH:49][cH:50]3)[c:16]3[n:17][cH:18][n:19]([CH:22]4[CH:23]([OH:35])[CH:24]([OH:34])[CH:25]([n:27]5[n:28][cH:29][c:30]([CH2:32][CH3:33])[n:31]5)[CH2:26]4)[c:20]3[n:21]2)[CH2:11][CH2:12]1)([CH3:5])([CH3:6])[CH3:51].[NH2:52][CH:53]1[CH2:54][CH2:55][N:56]([c:57]2[n:58][c:59]3[c:60]([n:61][cH:62][n:63]3[CH:64]3[CH2:65][CH:66]([n:67]4[cH:68][c:69]([CH2:70][CH3:71])[cH:72][n:73]4)[CH:74]([OH:75])[CH:76]3[OH:77])[c:78]([NH:79][CH2:80][CH:81]([c:82]3[cH:83][cH:84][cH:85][cH:86][cH:87]3)[c:88]3[cH:89][cH:90][cH:91][cH:92][cH:93]3)[n:94]2)[CH2:95]1>>[NH2:7][CH:8]1[CH2:9][N:10]([c:13]2[n:14][c:15]([NH:36][CH2:37][CH:38]([c:39]3[cH:40][cH:41][cH:42][cH:43][cH:44]3)[c:45]3[cH:46][cH:47][cH:48][cH:49][cH:50]3)[c:16]3[n:17][cH:18][n:19]([CH:22]4[CH:23]([OH:35])[CH:24]([OH:34])[CH:25]([n:27]5[n:28][cH:29][c:30]([CH2:32][CH3:33])[n:31]5)[CH2:26]4)[c:20]3[n:21]2)[CH2:11][CH2:12]1. Starting materials: NN1C2=C(C(=C(C1=O)C1=NS(C3=C(N1)C=CC=C3)(=O)=O)O)SC=C2 (4-amino-6-(1,1-dioxido-4H-1,2,4-benzothiadiazin-3-yl)-7-hydroxythieno[3,2-b]pyridin 5(4H)-one), C1(CC1)C=O (cyclopropanecarbaldehyde). Solvent: CN(C(C)=O)C (N,N-dimethylacetamide). Conditions: temperature 25 celsius. Yields the product C1(CC1)C=NN1C2=C(C(=C(C1=O)C1=NS(C3=C(N1)C=CC=C3)(=O)=O)O)SC=C2 (4-{[cyclopropylmethylene]amino}-6-(1,1-dioxido-4H-1,2,4-benzothiadiazin-3-yl)-7-hydroxythieno[3,2-b]pyridin-5(4H)-one). Isolated yield 61.2%. RXN SMILES: [NH2:1][N:2]1[C:7](=[O:8])[C:6]([C:9]2[NH:14][C:13]3[CH:15]=[CH:16][CH:17]=[CH:18][C:12]=3[S:11](=[O:20])(=[O:19])[N:10]=2)=[C:5]([OH:21])[C:4]2[S:22][CH:23]=[CH:24][C:3]1=2.[CH:25]1([CH:28]=O)[CH2:27][CH2:26]1>CN(C)C(=O)C>[CH:25]1([CH:28]=[N:1][N:2]2[C:7](=[O:8])[C:6]([C:9]3[NH:14][C:13]4[CH:15]=[CH:16][CH:17]=[CH:18][C:12]=4[S:11](=[O:20])(=[O:19])[N:10]=3)=[C:5]([OH:21])[C:4]3[S:22][CH:23]=[CH:24][C:3]2=3)[CH2:27][CH2:26]1. Procedure: The product of Example 268D (0.15 g, 0.41 mmol) was reacted with cyclopropanecarbaldehyde (1.0 g, 14 mmol) in N,N-dimethylacetamide (3 mL) in a sealed tube at 120° C. for 90 minutes in a microwave reactor. The reaction was cooled to 25° C. and concentrated under vacuum. The resulting residue was triturated with diethyl ether and filtered to give the title compound (0.104 g, 60%).